From a dataset of the Open Reaction Database (ORD), a public repository of structured organic reaction records. describe an organic reaction: reactants, conditions, products, and yield The reactants are IC1=NN(C=C1)C(C(=O)OC(C)(C)C)(C)C (tert-butyl 2-(3-iodo-1H-pyrazol-1-yl)-2-methylpropanoate). Run in C(Cl)Cl (DCM), C(=O)(C(F)(F)F)O (TFA). Conditions: time 18 hour. Yields the product IC1=NN(C=C1)C(C(=O)O)(C)C (2-(3-iodo-1H-pyrazol-1-yl)-2-methylpropanoic acid). As a reaction SMILES: [I:1][C:2]1[CH:6]=[CH:5][N:4]([C:7]([CH3:16])([CH3:15])[C:8]([O:10]C(C)(C)C)=[O:9])[N:3]=1>C(Cl)Cl.C(O)(C(F)(F)F)=O>[I:1][C:2]1[CH:6]=[CH:5][N:4]([C:7]([CH3:16])([CH3:15])[C:8]([OH:10])=[O:9])[N:3]=1. Procedure: tert-butyl 2-(3-iodo-1H-pyrazol-1-yl)-2-methylpropanoate 7.03 (530 mg, 1.58 mmol) was dissolved in DCM (7 mL) and TFA (7 mL). The reaction was stirred at r.t. for 18 h and was concentrated in vacuo to afford crude 2-(3-iodo-1H-pyrazol-1-yl)-2-methylpropanoic acid 7.04 that was used without further purification. LCMS-ESI+ (m/z): [M+H]+ calcd for C7H10IN2O2: 280.98; found: 280.91. The reactants are [BH4-].[Na+] (NaBH4), Cl.NC(C(=O)O)(C)C1=CC(=CC=C1)Br (2-amino-2-(3-bromo-phenyl)-propionic acid hydrochloride), B(F)(F)F.O(CC)CC (BF3 O(C2H5)2). Solvent: C1CCOC1 (THF). Conditions: time 3 day. Product: NC(CO)(C)C1=CC(=CC=C1)Br (2-Amino-2-(3-bromo-phenyl)-propan-1-ol). As a reaction SMILES: [BH4-].[Na+].Cl.[NH2:4][C:5]([C:10]1[CH:15]=[CH:14][CH:13]=[C:12]([Br:16])[CH:11]=1)([CH3:9])[C:6](O)=[O:7].B(F)(F)F.O(CC)CC>C1COCC1>[NH2:4][C:5]([C:10]1[CH:15]=[CH:14][CH:13]=[C:12]([Br:16])[CH:11]=1)([CH3:9])[CH2:6][OH:7] |f:0.1,2.3,4.5|. Procedure: NaBH4 (38 g, 1.125 mol) was added at room temperature to a slurry of 2-amino-2-(3-bromo-phenyl)-propionic acid hydrochloride (105 g, 375 mmol) in dry THF. At 0° C. BF3—O(C2H5)2 (158 g, 1.125 mol) was added dropwise. The mixture was allowed to warm to room temperature, stirred for three days, quenched with 1M aqueous NaOH solution, concentrated in vacuo to remove the THF and extracted with EtOAc (3×300 ml). The organic phase was washed with 1M aqueous NaOH solution, dried with sodium sulfate and ... The reactants are BrC=1C=NC(=NC1)N[C@@H]1CC[C@H](CC1)O ((trans)-4-((5-bromopyrimidin-2-yl)amino)cyclohexanol), TEA, CS(=O)(=O)Cl (MsCl). Solvent: C(Cl)Cl (DCM). Reaction conditions: time 1 hour. Product: CS(=O)(=O)O[C@@H]1CC[C@H](CC1)NC1=NC=C(C=N1)Br (trans-4-((5-bromopyrimidin-2-yl)amino)cyclohexyl methanesulfonate). Reaction SMILES: [Br:1][C:2]1[CH:3]=[N:4][C:5]([NH:8][C@H:9]2[CH2:14][CH2:13][C@H:12]([OH:15])[CH2:11][CH2:10]2)=[N:6][CH:7]=1.[CH3:16][S:17](Cl)(=[O:19])=[O:18]>C(Cl)Cl>[CH3:16][S:17]([O:15][C@H:12]1[CH2:11][CH2:10][C@H:9]([NH:8][C:5]2[N:4]=[CH:3][C:2]([Br:1])=[CH:7][N:6]=2)[CH2:14][CH2:13]1)(=[O:19])=[O:18]. Reported procedure: As shown in step 6-ii of Scheme 6, to compound 1013 (1.2 g, 4.41 mmol) in DCM (20 mL) was added TEA (1.134 g, 1.84 mL, 13.2 mmol) and MsCl (505 mg, 341 μL, 4.41 mmol). The reaction mixture was stirred for 1 hour, concentrated under reduced pressure, and purified by medium pressure silica gel chromatography (0 to 80% EtOAc/hexanes gradient) to provide trans-4-((5-bromopyrimidin-2-yl)amino)cyclohexyl methanesulfonate (compound 1014): 1H-NMR (300 MHz, CDCl3) δ 8.29 (s, 2H), 5.03 (d, J=7.8 Hz, 1H), ... Starting materials: C(C)(C)(C)C1=CC(=C(C=N1)C=1N([C@]([C@](N1)(C)C1=CC=C(C=C1)Cl)(C)C1=CC=C(C=C1)Cl)C(=O)Cl)OCC ((4S,5R)-2-(6-tert-butyl-4-ethoxy-pyridin-3-yl)-4,5-bis-(4-chloro-phenyl)-4,5-dimethyl-4,5-dihydro-imidazole-1-carbonyl chloride), N1(CCNCC1)C(=O)C1OCCC1 (piperazin-1-yl-(tetrahydro-furan-2-yl)-methanone). Product: C(C)(C)(C)C1=CC(=C(C=N1)C=1N([C@]([C@](N1)(C)C1=CC=C(C=C1)Cl)(C)C1=CC=C(C=C1)Cl)C(=O)N1CCN(CC1)C(=O)C1OCCC1)OCC ([(4S,5R)-2-(6-tert-Butyl-4-ethoxy-pyridin-3-yl)-4,5-bis-(4-chloro-phenyl)-4,5-dimethyl-4,5-dihydro-imidazol-1-yl]-[4-(tetrahydro-furan-2-carbonyl)-piperazin-1-yl]-methanone). RXN SMILES: [C:1]([C:5]1[N:10]=[CH:9][C:8]([C:11]2[N:12]([C:32](Cl)=[O:33])[C@@:13]([C:25]3[CH:30]=[CH:29][C:28]([Cl:31])=[CH:27][CH:26]=3)([CH3:24])[C@@:14]([C:17]3[CH:22]=[CH:21][C:20]([Cl:23])=[CH:19][CH:18]=3)([CH3:16])[N:15]=2)=[C:7]([O:35][CH2:36][CH3:37])[CH:6]=1)([CH3:4])([CH3:3])[CH3:2].[N:38]1([C:44]([CH:46]2[CH2:50][CH2:49][CH2:48][O:47]2)=[O:45])[CH2:43][CH2:42][NH:41][CH2:40][CH2:39]1>>[C:1]([C:5]1[N:10]=[CH:9][C:8]([C:11]2[N:12]([C:32]([N:41]3[CH2:42][CH2:43][N:38]([C:44]([CH:46]4[CH2:50][CH2:49][CH2:48][O:47]4)=[O:45])[CH2:39][CH2:40]3)=[O:33])[C@@:13]([C:25]3[CH:26]=[CH:27][C:28]([Cl:31])=[CH:29][CH:30]=3)([CH3:24])[C@@:14]([C:17]3[CH:18]=[CH:19][C:20]([Cl:23])=[CH:21][CH:22]=3)([CH3:16])[N:15]=2)=[C:7]([O:35][CH2:36][CH3:37])[CH:6]=1)([CH3:4])([CH3:2])[CH3:3]. Procedure details: In a manner analogous to the method described in examples 8, (4S,5R)-2-(6-tert-butyl-4-ethoxy-pyridin-3-yl)-4,5-bis-(4-chloro-phenyl)-4,5-dimethyl-4,5-dihydro-imidazole-1-carbonyl chloride (example 51) was coupled with piperazin-1-yl-(tetrahydro-furan-2-yl)-methanone (Alfa) to give the title compound as a mixture of diastereomers. HR-MS (ES, m/z) calculated for C38H46Cl2N5O4 [(M+H)+] 706.2922, observed 706.2918. RXN SMILES: [C:27]([OH:28])(=[O:29])[CH3:30].[O:1]=[C:2]1[N:3]=[C:4]([NH:20][CH2:21][c:22]2[s:23][cH:24][cH:25][cH:26]2)[S:5][C:6]1=[CH:7][c:8]1[n:9][c:10]2[cH:11][c:12]([C:18]#[N:19])[cH:13][n:14][c:15]2[cH:16][cH:17]1.[OH2:31]>>[O:1]=[C:2]1[N:3]=[C:4]([NH2:20])[S:5][C:6]1=[CH:7][c:8]1[n:9][c:10]2[cH:11][c:12]([C:18]#[N:19])[cH:13][n:14][c:15]2[cH:16][cH:17]1. Product: N#Cc1cnc2ccc(C=C3SC(N)=NC3=O)nc2c1. Starting materials: CC(=O)O, N#Cc1cnc2ccc(C=C3SC(NCc4cccs4)=NC3=O)nc2c1, O. Starting materials: CCO, O=[N+]([O-])c1ccc2c(cnn2Cc2cccc(F)c2)c1. Yields the product Nc1ccc2c(cnn2Cc2cccc(F)c2)c1. Reaction SMILES: [CH3:21][CH2:22][OH:23].[F:1][c:2]1[cH:3][c:4]([CH2:5][n:6]2[n:7][cH:8][c:9]3[cH:10][c:11]([N+:15]([O-:16])=[O:17])[cH:12][cH:13][c:14]23)[cH:18][cH:19][cH:20]1>>[F:1][c:2]1[cH:3][c:4]([CH2:5][n:6]2[n:7][cH:8][c:9]3[cH:10][c:11]([NH2:15])[cH:12][cH:13][c:14]23)[cH:18][cH:19][cH:20]1.